From a dataset of the Open Reaction Database (ORD), a public repository of structured organic reaction records. describe an organic reaction: reactants, conditions, products, and yield Reactants: CCOC(=O)c1ccc(NC(C)COCC(=O)OC(C)(C)C)c(Cl)c1, ClCCl, O=C(O)C(F)(F)F. Product: CCOC(=O)c1ccc(NC(C)COCC(=O)O)c(Cl)c1. As a reaction SMILES: [C:1]([CH3:2])([CH3:3])([CH3:4])[O:5][C:6](=[O:7])[CH2:8][O:9][CH2:10][CH:11]([CH3:12])[NH:13][c:14]1[c:15]([Cl:25])[cH:16][c:17]([C:18](=[O:19])[O:20][CH2:21][CH3:22])[cH:23][cH:24]1.[Cl:33][CH2:34][Cl:35].[OH:26][C:27]([C:28]([F:29])([F:30])[F:31])=[O:32]>>[O:5]=[C:6]([OH:7])[CH2:8][O:9][CH2:10][CH:11]([CH3:12])[NH:13][c:14]1[c:15]([Cl:25])[cH:16][c:17]([C:18](=[O:19])[O:20][CH2:21][CH3:22])[cH:23][cH:24]1. The reactants are C(C)OC(=O)C1=C(N=C(S1)OC1=CC=CC=C1)CBr (4-bromomethyl-2-phenoxy-thiazole-5-carboxylic acid ethyl ester), C(C)OC(CNCC1=C(C=C(C=C1)OC)OC)=O ((2,4-dimethoxy-benzylamino)-acetic acid ethyl ester), C([O-])([O-])=O.[K+].[K+] (potassium carbonate). Solvent: CN(C=O)C (dimethylformamide). Reaction conditions: time 17 hour. The product is C(C)OC(=O)C1=C(N=C(S1)OC1=CC=CC=C1)CN(CC(=O)OCC)CC1=C(C=C(C=C1)OC)OC (4-{[(2,4-Dimethoxy-benzyl)-ethoxycarbonylmethyl-amino]-methyl}-2-phenoxy-thiazole-5-carboxylic acid ethyl ester). The yield is 62.1%. Reaction SMILES: [CH2:1]([O:3][C:4]([C:6]1[S:10][C:9]([O:11][C:12]2[CH:17]=[CH:16][CH:15]=[CH:14][CH:13]=2)=[N:8][C:7]=1[CH2:18]Br)=[O:5])[CH3:2].[CH2:20]([O:22][C:23](=[O:37])[CH2:24][NH:25][CH2:26][C:27]1[CH:32]=[CH:31][C:30]([O:33][CH3:34])=[CH:29][C:28]=1[O:35][CH3:36])[CH3:21].C(=O)([O-])[O-].[K+].[K+]>CN(C)C=O>[CH2:1]([O:3][C:4]([C:6]1[S:10][C:9]([O:11][C:12]2[CH:17]=[CH:16][CH:15]=[CH:14][CH:13]=2)=[N:8][C:7]=1[CH2:18][N:25]([CH2:26][C:27]1[CH:32]=[CH:31][C:30]([O:33][CH3:34])=[CH:29][C:28]=1[O:35][CH3:36])[CH2:24][C:23]([O:22][CH2:20][CH3:21])=[O:37])=[O:5])[CH3:2] |f:2.3.4|. Reported procedure: A mixture of 4-bromomethyl-2-phenoxy-thiazole-5-carboxylic acid ethyl ester (1.71 g, 5.01 mmol), (2,4-dimethoxy-benzylamino)-acetic acid ethyl ester (1.33 g, 5.24 mmol) and potassium carbonate (1.04 g, 7.52 mmol) in anhydrous dimethylformamide (15 mL) was stirred at room temperature for 17 h before it was quenched with water, extracted with ethyl acetate. The organic layer was washed with water, brine, dried over anhydrous sodium sulfate and concentrated in vacuo. The residue was purified by fla... The reactants are CS(C)=O, ClCc1ccccc1Cl, [H-], NCCCNc1ccccn1, [Na+], O. Product: NCCCN(Cc1ccccc1Cl)c1ccccn1. As a reaction SMILES: [CH3:24][S:25]([CH3:26])=[O:27].[Cl:14][c:15]1[c:16]([CH2:17][Cl:18])[cH:19][cH:20][cH:21][cH:22]1.[H-:1].[NH2:3][CH2:4][CH2:5][CH2:6][NH:7][c:8]1[n:9][cH:10][cH:11][cH:12][cH:13]1.[Na+:2].[OH2:23]>>[NH2:3][CH2:4][CH2:5][CH2:6][N:7]([c:8]1[n:9][cH:10][cH:11][cH:12][cH:13]1)[CH2:17][c:16]1[c:15]([Cl:14])[cH:22][cH:21][cH:20][cH:19]1.